describe an organic reaction: reactants, conditions, products, and yield From a dataset of the Open Reaction Database (ORD), a public repository of structured organic reaction records. Reactants: C(C1=CC(=O)NC(=O)N1)(=O)OC (Methyl orotate), II (iodine), I(=O)(=O)(=O)O (periodic acid). Solvent: CO (methanol). Yields the product COC(=O)C=1NC(NC(C1I)=O)=O (5-Iodo-2,6-dioxo-1,2,3,6-tetrahydropyrimidine-4-carboxylic acid methyl ester). The yield is 546.9%. As a reaction SMILES: [C:1]([O:11][CH3:12])(=[O:10])[C:2]1[NH:9][C:7](=[O:8])[NH:6][C:4](=[O:5])[CH:3]=1.II.[I:15](O)(=O)(=O)=O>CO>[CH3:12][O:11][C:1]([C:2]1[NH:9][C:7](=[O:8])[NH:6][C:4](=[O:5])[C:3]=1[I:15])=[O:10]. Reported procedure: Methyl orotate (20.0 g, 118 mmol) was combined with iodine (12.8 g, 50 mmol) and periodic acid (4.8 g, 21 mmol) in methanol (250 mL) and heated at reflux for 20 h. After cooling to ambient temperature, the volatiles were removed by rotary evaporation. The solid residue was slurried in water, collected by filtration, washed well with water and dried under vacuum at 70° C. to provide the title compound (34 g, 97% yield) as a solid. It was used without further purification. MS: m/z=296. Yield: 52.0%. Run at temperature -40 celsius, time 30 minute. Reaction SMILES: [Br:1][C:2]1[CH:7]=[C:6]([F:8])[CH:5]=[CH:4][C:3]=1[N+:9]([O-])=O.[CH:12]([Mg]Br)=[CH2:13].[NH4+].[Cl-]>C1COCC1>[Br:1][C:2]1[CH:7]=[C:6]([F:8])[CH:5]=[C:4]2[C:3]=1[NH:9][CH:13]=[CH:12]2 |f:2.3|. Procedure details: 1.22 g (5.0 mmol) of 1-bromo-5-fluoro-2-nitrobenzene were dissolved in 50 ml THF. At a temperature of −45° C. under nitrogen 15 ml (15.0 mmol) of a 1M vinyl magnesium bromide solution in THF were added in such a way, that the temperature was kept below −40° C. The resulting dark solution was stirred for 30 min at −40° C. 10 ml of saturated aqueous NH4Cl solution were added and the reaction mixture was warmed to rt. It was extracted twice with diethyl ether. The organic layer was washed with satu... Starting materials: C(=C)[Mg]Br (vinyl magnesium bromide), BrC1=C(C=CC(=C1)F)[N+](=O)[O-] (1-bromo-5-fluoro-2-nitrobenzene), [NH4+].[Cl-] (NH4Cl). The product is BrC=1C=C(C=C2C=CNC12)F (7-bromo-5-fluoro-indol). The solvent is C1CCOC1 (THF), C1CCOC1 (THF). The reactants are ClCCl, CC(C)(C)OC(=O)NC1c2cccnc2C(O)CCC1c1cccc(F)c1F, O=C1NC(=O)c2ccccc21, CC(C)OC(=O)N=NC(=O)OC(C)C, c1ccc(P(c2ccccc2)c2ccccc2)cc1. Product: CC(C)(C)OC(=O)NC1c2cccnc2C(N2C(=O)c3ccccc3C2=O)CCC1c1cccc(F)c1F. Reaction SMILES: [CH2:73]([Cl:74])[Cl:75].[F:45][c:46]1[c:47]([CH:53]2[CH:54]([NH:65][C:66]([O:67][C:68]([CH3:69])([CH3:70])[CH3:71])=[O:72])[c:55]3[c:56]([n:57][cH:58][cH:59][cH:60]3)[CH:61]([OH:64])[CH2:62][CH2:63]2)[cH:48][cH:49][cH:50][c:51]1[F:52].[O:15]=[C:16]1[NH:17][C:18](=[O:19])[c:20]2[cH:21][cH:22][cH:23][cH:24][c:25]21.[O:1]=[C:2]([O:3][CH:4]([CH3:5])[CH3:6])[N:7]=[N:8][C:9]([O:10][CH:11]([CH3:12])[CH3:13])=[O:14].[c:26]1([P:27]([c:28]2[cH:29][cH:30][cH:31][cH:32][cH:33]2)[c:34]2[cH:35][cH:36][cH:37][cH:38][cH:39]2)[cH:40][cH:41][cH:42][cH:43][cH:44]1>>[O:15]=[C:16]1[N:17]([CH:61]2[c:56]3[c:55]([cH:60][cH:59][cH:58][n:57]3)[CH:54]([NH:65][C:66]([O:67][C:68]([CH3:69])([CH3:70])[CH3:71])=[O:72])[CH:53]([c:47]3[c:46]([F:45])[c:51]([F:52])[cH:50][cH:49][cH:48]3)[CH2:63][CH2:62]2)[C:18](=[O:19])[c:20]2[cH:21][cH:22][cH:23][cH:24][c:25]21. The reactants are O=C1CCC(=O)N1Br, O=C(OOC(=O)c1ccccc1)c1ccccc1, Cc1cc(Cl)c(C(=O)Nc2ccc(Cl)cc2C(=O)Nc2ccc(Cl)cc2)s1, c1ccccc1. Product: O=C(Nc1ccc(Cl)cc1)c1cc(Cl)ccc1NC(=O)c1sc(CBr)cc1Cl. As a reaction SMILES: [Br:28][N:29]1[C:30](=[O:31])[CH2:32][CH2:33][C:34]1=[O:35].[C:36]([O:37][O:38][C:39](=[O:40])[c:41]1[cH:42][cH:43][cH:44][cH:45][cH:46]1)(=[O:47])[c:48]1[cH:49][cH:50][cH:51][cH:52][cH:53]1.[Cl:1][c:2]1[cH:3][cH:4][c:5]([NH:8][C:9]([c:10]2[c:11]([NH:17][C:18](=[O:19])[c:20]3[s:21][c:22]([CH3:26])[cH:23][c:24]3[Cl:25])[cH:12][cH:13][c:14]([Cl:16])[cH:15]2)=[O:27])[cH:6][cH:7]1.[cH:54]1[cH:55][cH:56][cH:57][cH:58][cH:59]1>>[Cl:1][c:2]1[cH:3][cH:4][c:5]([NH:8][C:9]([c:10]2[c:11]([NH:17][C:18](=[O:19])[c:20]3[s:21][c:22]([CH2:26][Br:28])[cH:23][c:24]3[Cl:25])[cH:12][cH:13][c:14]([Cl:16])[cH:15]2)=[O:27])[cH:6][cH:7]1. Starting materials: CC(=O)O, CCO, COc1cccc(C=O)c1[N+](=O)[O-]. Product: COc1cccc(C=O)c1N. Reaction SMILES: [CH3:17][C:18](=[O:19])[OH:20].[CH3:1][CH2:2][OH:3].[CH3:4][O:5][c:6]1[c:7]([N+:14]([O-:15])=[O:16])[c:8]([CH:9]=[O:10])[cH:11][cH:12][cH:13]1>>[CH3:4][O:5][c:6]1[c:7]([NH2:14])[c:8]([CH:9]=[O:10])[cH:11][cH:12][cH:13]1. The reactants are [Al+3], O=C(Cl)c1ccc(Br)cc1, COc1cccc(C)c1, [Cl-], [Cl-], [Cl-], O. Product: COc1ccc(C(=O)c2ccc(Br)cc2)c(C)c1. Reaction SMILES: [Al+3:21].[Br:1][c:2]1[cH:3][cH:4][c:5]([C:6](=[O:7])[Cl:8])[cH:9][cH:10]1.[CH3:11][c:12]1[cH:13][c:14]([O:18][CH3:19])[cH:15][cH:16][cH:17]1.[Cl-:20].[Cl-:22].[Cl-:23].[OH2:24]>>[Br:1][c:2]1[cH:3][cH:4][c:5]([C:6](=[O:7])[c:17]2[c:12]([CH3:11])[cH:13][c:14]([O:18][CH3:19])[cH:15][cH:16]2)[cH:9][cH:10]1. Procedure details: 3-(2-Chloro-4-methoxy-phenyl)-2-(2-chloro-pyridin-4-yl)-1,1,1-trifluoro-butan-2-ol (Example 132, 48 mg) was dissolved in 48% aqueous HBr (0.9 m) and stirred at 105° C. (bath temperature) for 4 h. The reaction mixture was then poured on ice-water-brine and sat aq NaHCO3 and extracted with ethyl acetate. The combined organic phases were washed with brine, dried over MgSO4 and evaporated in vacuo. The resulting brown residue was purified by flash chromatography (8 g silica gel, ethyl acetate/heptan... Conditions: temperature 105 celsius, time 4 hour. Reactants: ClC1=C(C=CC(=C1)OC)C(C(C(F)(F)F)(O)C1=CC(=NC=C1)Cl)C (3-(2-Chloro-4-methoxy-phenyl)-2-(2-chloro-pyridin-4-yl)-1,1,1-trifluoro-butan-2-ol), C(=O)(O)[O-].[Na+] (NaHCO3). The product is ClC=1C=C(C=CC1C(C(C(F)(F)F)(O)C1=CC(=NC=C1)Cl)C)O (3-Chloro-4-[2-(2-chloro-pyridin-4-yl)-3,3,3-trifluoro-2-hydroxy-1-methyl-propyl]-phenol). The solvent is Br (HBr). Reaction SMILES: [Cl:1][C:2]1[CH:7]=[C:6]([O:8]C)[CH:5]=[CH:4][C:3]=1[CH:10]([CH3:24])[C:11]([C:17]1[CH:22]=[CH:21][N:20]=[C:19]([Cl:23])[CH:18]=1)([OH:16])[C:12]([F:15])([F:14])[F:13].C([O-])(O)=O.[Na+]>Br>[Cl:1][C:2]1[CH:7]=[C:6]([OH:8])[CH:5]=[CH:4][C:3]=1[CH:10]([CH3:24])[C:11]([C:17]1[CH:22]=[CH:21][N:20]=[C:19]([Cl:23])[CH:18]=1)([OH:16])[C:12]([F:15])([F:14])[F:13] |f:1.2|. Yield: 73.5%.